Task: describe an organic reaction: reactants, conditions, products, and yield. Dataset: the Open Reaction Database (ORD), a public repository of structured organic reaction records Reactants: BrC=1SC=CC1 (2-Bromothiophene), C(Cl)Cl (methylene chloride), O (water), C(C1=CC=CC=C1)(=O)Cl (benzoyl chloride), stannic chloride. The solvent is CCOCC (Ether). Reaction conditions: time 20 minute. Product: C(C1=CC=CC=C1)(=O)C1=CC=C(S1)Br (5-Benzoyl-2-bromothiophene). As a reaction SMILES: [Br:1][C:2]1[S:3][CH:4]=[CH:5][CH:6]=1.[C:7](Cl)(=[O:14])[C:8]1[CH:13]=[CH:12][CH:11]=[CH:10][CH:9]=1.C(Cl)Cl.O>CCOCC>[C:7]([C:4]1[S:3][C:2]([Br:1])=[CH:6][CH:5]=1)(=[O:14])[C:8]1[CH:13]=[CH:12][CH:11]=[CH:10][CH:9]=1. Procedure details: 2-Bromothiophene (9.7 ml., 0.1 mole), benzoyl chloride (11.6 ml., 0.1 mole) and stannic chloride (11.5 ml., 0.1 mole) were combined in 100 ml. of methylene chloride and stirred at room temperature for 4 hours. The reaction mixture was cooled to room temperature, water (65 ml.) was added and the two phase system stirred for 20 minutes. Ether (165 ml.) was added, the organic phase was separated, back-washed with 20 ml. of 1 N sodium hydroxide and twice with 20 ml. of water, and concentrated to an ... Reaction SMILES: [Br:1][C:2]1[CH:3]=[C:4]([CH2:9][C:10]([O:12][CH2:13][CH3:14])=[O:11])[CH:5]=[C:6]([F:8])[CH:7]=1.[C:15]1([CH:21]([C:27]2[CH:32]=[CH:31][CH:30]=[CH:29][CH:28]=2)[N:22]2[CH2:25][C:24](=[O:26])[CH2:23]2)[CH:20]=[CH:19][CH:18]=[CH:17][CH:16]=1.CC1C(C)=C(C)[SiH](C)[SiH-](C)(C)C=1.[Li+]>>[Br:1][C:2]1[CH:3]=[C:4]([C@H:9]([C:24]2([OH:26])[CH2:25][N:22]([CH:21]([C:27]3[CH:28]=[CH:29][CH:30]=[CH:31][CH:32]=3)[C:15]3[CH:20]=[CH:19][CH:18]=[CH:17][CH:16]=3)[CH2:23]2)[C:10]([O:12][CH2:13][CH3:14])=[O:11])[CH:5]=[C:6]([F:8])[CH:7]=1 |f:2.3|. Reactants: CC=1C(=C([SiH]([SiH-](C1)(C)C)C)C)C.[Li+] (lithium hexamethyldisilamide), BrC=1C=C(C=C(C1)F)CC(=O)OCC (ethyl 3-bromo-5-fluorophenylacetate), C1(=CC=CC=C1)C(N1CC(C1)=O)C1=CC=CC=C1 (1-[bis-phenylmethyl]azetidin-3-one). Procedure details: The title compound was prepared from ethyl 3-bromo-5-fluorophenylacetate and 1-[bis-phenylmethyl]azetidin-3-one (Preparation 2) by the procedure described in Step 2 of Preparation 3 except that lithium hexamethyldisilamide was used instead of butyllithium to form the ketene acetal; Mass Spectrum: m/e=498 (M+1, 79Br), 500 (M+1, 81Br) Yields the product BrC=1C=C(C=C(C1)F)[C@@H](C(=O)OCC)C1(CN(C1)C(C1=CC=CC=C1)C1=CC=CC=C1)O (Ethyl (2R)-(3-bromo-5-fluorophenyl)[1-(diphenylmethyl)-3-hydroxyazetidin-3-yl]acetate), ketene acetal.